This data is from the Open Reaction Database (ORD), a public repository of structured organic reaction records. The task is: describe an organic reaction: reactants, conditions, products, and yield Starting materials: CCOC(=O)C1=CNC(=O)NC1c1ccc(F)cc1, CI, CN(C)C=O, O. Product: CCOC(=O)C1=CN(C)C(=O)NC1c1ccc(F)cc1. As a reaction SMILES: [CH2:1]([CH3:2])[O:3][C:4](=[O:5])[C:6]1=[CH:11][NH:10][C:9](=[O:12])[NH:8][CH:7]1[c:13]1[cH:14][cH:15][c:16]([F:19])[cH:17][cH:18]1.[CH3:25][I:26].[O:20]=[CH:21][N:22]([CH3:23])[CH3:24].[OH2:27]>>[CH2:1]([CH3:2])[O:3][C:4](=[O:5])[C:6]1=[CH:11][N:10]([CH3:21])[C:9](=[O:12])[NH:8][CH:7]1[c:13]1[cH:14][cH:15][c:16]([F:19])[cH:17][cH:18]1. The solvent is O (water). The yield is 96.0%. Procedure: 66 ml of methyl iodide were added to a solution of 200 g of 4-amino-6-sec.-butyl-3-thioxo-1,2,4-triazin-5(2H,4H)-one in a solution of 40 g of sodium hydroxide in 1 liter of water, at 20° C, whilst stirring. When the slightly exothermic reaction had subsided, stirring was continued until the pH value reached 7 - 8 and the reaction product which had crystallized out was filtered off and washed with cold water. After drying, 205 g (96%) of 4-amino-6-sec.-butyl-3-methylthio-1,2,4-triazin-5(4H)-one w... Starting materials: CI (methyl iodide), NN1C(NN=C(C1=O)C(C)CC)=S (4-amino-6-sec.-butyl-3-thioxo-1,2,4-triazin-5(2H,4H)-one), [OH-].[Na+] (sodium hydroxide). Yields the product NN1C(=NN=C(C1=O)C(C)CC)SC (4-amino-6-sec.-butyl-3-methylthio-1,2,4-triazin-5(4H)-one). As a reaction SMILES: [CH3:1]I.[NH2:3][N:4]1[C:9](=[O:10])[C:8]([CH:11]([CH2:13][CH3:14])[CH3:12])=[N:7][NH:6][C:5]1=[S:15].[OH-].[Na+]>O>[NH2:3][N:4]1[C:9](=[O:10])[C:8]([CH:11]([CH2:13][CH3:14])[CH3:12])=[N:7][N:6]=[C:5]1[S:15][CH3:1] |f:2.3|. Starting materials: BrC=1C=2N(C=CC1)N=C(N2)Cl (8-bromo-2-chloro-[1,2,4]triazolo[1,5-a]pyridine), COC1=CC=C(C=C1)CN (4-methoxy-benzenemethanamine). Product: ClC1=NN2C(C(=CC=C2)NCC2=CC=C(C=C2)OC)=N1 ((2-Chloro-[1,2,4]triazolo[1,5-a]pyridin-8-yl)-(4-methoxy-benzyl)-amine). Reaction SMILES: Br[C:2]1[C:3]2[N:4]([N:8]=[C:9]([Cl:11])[N:10]=2)[CH:5]=[CH:6][CH:7]=1.[CH3:12][O:13][C:14]1[CH:19]=[CH:18][C:17]([CH2:20][NH2:21])=[CH:16][CH:15]=1>>[Cl:11][C:9]1[N:10]=[C:3]2[C:2]([NH:21][CH2:20][C:17]3[CH:18]=[CH:19][C:14]([O:13][CH3:12])=[CH:15][CH:16]=3)=[CH:7][CH:6]=[CH:5][N:4]2[N:8]=1. Procedure details: (2-Chloro-[1,2,4]triazolo[1,5-a]pyridin-8-yl)-(4-methoxy-benzyl)-amine was prepared from 8-bromo-2-chloro-[1,2,4]triazolo[1,5-a]pyridine (2.00 g, 8.60 mmol), and 4-methoxy-benzenemethanamine, (1.26 mL, 9.72 mmol) in a manner analogous to Example 2d. Product isolated as an off-white solid, (1.51 g. 61%). 1H NMR (400 MHz, (D3C)2SO, δ, ppm): 8.06 (d, J=6.90 Hz, 1H), 7.31 (d, J=8.2 Hz, 2H), 7.19 (m, 1H), 6.94 (t, J=14.4, 7.6 Hz, 1H), 6.87 (d, J=7.4 Hz, 2H), 6.42 (d, J=8.0 Hz, 1H), 4.40 (d, J=6.1 Hz,... Reactants: COC1=C(C=C(CN2CCC(CC2)NC2=NC=C(C(=O)N)C(=C2)C(F)(F)F)C=C1)OCCC (6-[1-(4-Methoxy-3-propoxy-benzyl)-piperidin-4-ylamino]-4-trifluoromethyl-nicotinamide), Cl.Cl.COC(=O)C1=NC=C(N=C1)NC1CCNCC1 (5-(piperidin-4-ylamino)-pyrazine-2-carboxylic acid methyl ester dihydrochloride), ClC1=C(C=C(C=O)C=C1)OCC (4-chloro-3-ethoxy-benzaldehyde), ClC1=C(C=C(C=O)C=C1)OCC (4-chloro-3-ethoxy-benzaldehyde). Yields the product ClC1=C(C=C(CN2CCC(CC2)NC=2N=CC(=NC2)C(=O)N)C=C1)OCC (5-[1-(4-Chloro-3-ethoxy-benzyl)-piperidin-4-ylamino]-pyrazine-2-carboxylic acid amide). As a reaction SMILES: COC1C=CC(C[N:8]2CCC(NC3C=C(C(F)(F)F)C(C(N)=O)=CN=3)CC2)=CC=1OCCC.Cl.Cl.CO[C:38]([C:40]1[CH:45]=[N:44][C:43]([NH:46][CH:47]2[CH2:52][CH2:51][NH:50][CH2:49][CH2:48]2)=[CH:42][N:41]=1)=[O:39].[Cl:53][C:54]1[CH:61]=[CH:60][C:57]([CH:58]=O)=[CH:56][C:55]=1[O:62][CH2:63][CH3:64]>>[Cl:53][C:54]1[CH:61]=[CH:60][C:57]([CH2:58][N:50]2[CH2:49][CH2:48][CH:47]([NH:46][C:43]3[N:44]=[CH:45][C:40]([C:38]([NH2:8])=[O:39])=[N:41][CH:42]=3)[CH2:52][CH2:51]2)=[CH:56][C:55]=1[O:62][CH2:63][CH3:64] |f:1.2.3|. Procedure: The title compound was prepared in analogy to the synthesis of 6-[1-(4-methoxy-3-propoxy-benzyl)-piperidin-4-ylamino]-4-trifluoromethyl-nicotinamide (example 197) from 5-(piperidin-4-ylamino)-pyrazine-2-carboxylic acid methyl ester dihydrochloride (intermediate B14) and 4-chloro-3-ethoxy-benzaldehyde (intermediate E2) in a yield of 12.1 mg (21%). MS (ISP): 390.3 [M+H]+.